From a dataset of the Open Reaction Database (ORD), a public repository of structured organic reaction records. describe an organic reaction: reactants, conditions, products, and yield Starting materials: O (Water), [OH-].[Na+] (sodium hydroxide), ClC1=CN=CC(=N1)C(=O)NC1=NN=NN1 (6-chloro-N-(1H-5-tetrazolyl)pyrazine-2-carboxamide), NC=1C(=CC=CC1)C (o-toluidine). Solvent: CS(=O)C (dimethylsulfoxide). Yields the product CC1=C(C=CC=C1)NC1=CN=CC(=N1)C(=O)NC1=NN=NN1 (6-[(2-Methylphenyl)amino]-N-(1H-5-tetrazolyl)-pyrazine-2-carboxamide). Reaction SMILES: Cl[C:2]1[N:7]=[C:6]([C:8]([NH:10][C:11]2[NH:15][N:14]=[N:13][N:12]=2)=[O:9])[CH:5]=[N:4][CH:3]=1.O.[OH-].[Na+].[NH2:19][C:20]1[C:21]([CH3:26])=[CH:22][CH:23]=[CH:24][CH:25]=1>CS(C)=O>[CH3:26][C:21]1[CH:22]=[CH:23][CH:24]=[CH:25][C:20]=1[NH:19][C:2]1[N:7]=[C:6]([C:8]([NH:10][C:11]2[NH:15][N:14]=[N:13][N:12]=2)=[O:9])[CH:5]=[N:4][CH:3]=1 |f:2.3|. Reported procedure: To a suspension of 1.13 g of 6-chloro-N-(1H-5-tetrazolyl)pyrazine-2-carboxamide in 5 ml of dimethylsulfoxide, 5.35 ml of o-toluidine was added, and the mixture was heated for 24 hours at 100°-110 ° C. Water and 10%-sodium hydroxide aqueous solution were added to the reaction mixture, and the aqueous alkaline solution was washed with chloroform. Aqueous layer was filtered and the filtrate was adjusted with 10%-hydrochloric acid to pH 3. The precipitate was collected by filtration, and recrystaliz... Reactants: [BH3-]C#N, CCN, CC(=O)O, CO, [Na+], CS(=O)(=O)c1ccc(O)c(C=O)c1. Product: CCNCc1cc(S(C)(=O)=O)ccc1O. Reaction SMILES: [C:17]([BH3-:18])#[N:19].[CH3:14][CH2:15][NH2:16].[CH3:21][C:22](=[O:23])[OH:24].[CH3:25][OH:26].[Na+:20].[OH:1][c:2]1[c:3]([CH:4]=[O:5])[cH:6][c:7]([S:10](=[O:11])(=[O:12])[CH3:13])[cH:8][cH:9]1>>[OH:1][c:2]1[c:3]([CH2:4][NH:16][CH2:15][CH3:14])[cH:6][c:7]([S:10](=[O:11])(=[O:12])[CH3:13])[cH:8][cH:9]1. Starting materials: CC1=C(N=C(O1)C1=CC=CC=C1)COC1=CC2=C(C=C(O2)CO)C=C1 (6-(5-methyl-2-phenyl-4-oxazolylmethoxy) benzofuran-2-methanol). The reagents and catalysts are [O-2].[O-2].[Mn+4] (manganese dioxide). The solvent is O1CCCC1 (tetrahydrofuran). Reaction conditions: time 6 hour. Yields the product CC1=C(N=C(O1)C1=CC=CC=C1)COC1=CC2=C(C=C(O2)C=O)C=C1 (6-(5-methyl-2-phenyl-4-oxazolylmethoxy) benzofuran-2-carbaldehyde). Yield: 68.5%. As a reaction SMILES: [CH3:1][C:2]1[O:6][C:5]([C:7]2[CH:12]=[CH:11][CH:10]=[CH:9][CH:8]=2)=[N:4][C:3]=1[CH2:13][O:14][C:15]1[CH:25]=[CH:24][C:18]2[CH:19]=[C:20]([CH2:22][OH:23])[O:21][C:17]=2[CH:16]=1>[O-2].[O-2].[Mn+4].O1CCCC1>[CH3:1][C:2]1[O:6][C:5]([C:7]2[CH:8]=[CH:9][CH:10]=[CH:11][CH:12]=2)=[N:4][C:3]=1[CH2:13][O:14][C:15]1[CH:25]=[CH:24][C:18]2[CH:19]=[C:20]([CH:22]=[O:23])[O:21][C:17]=2[CH:16]=1 |f:1.2.3|. Procedure: A mixture of 6-(5-methyl-2-phenyl-4-oxazolylmethoxy) benzofuran-2-methanol (21.0 g), activated manganese dioxide (52.0 g) and tetrahydrofuran (800 ml) was stirred at 60° to 65° C. for 6 hours. After the insoluble portion was filtered off, the filtrate was concentrated; the residue was subjected to silica gel column chromatography. From the fraction eluted with ethyl acetate-chloroform (2:98, v/v), crystals of 6-(5-methyl-2-phenyl-4-oxazolylmethoxy) benzofuran-2-carbaldehyde (14.3 g, 69%) were ob...